describe an organic reaction: reactants, conditions, products, and yield From a dataset of the Open Reaction Database (ORD), a public repository of structured organic reaction records. The reactants are OC=1C=C(C=CC1)C(F)(F)F (3-hydroxybenzotrifluoride), CCC1CO1 (α-butylene oxide), O.[OH-].[Li+] (lithium hydroxide monohydrate). The solvent is C(C)(=O)OCC (ethyl acetate). Product: FC(C=1C=C(OCC(CC)O)C=CC1)(F)F (1-(3-trifluoromethylphenoxy)-2-butanol). Reaction SMILES: [OH:1][C:2]1[CH:3]=[C:4]([C:8]([F:11])([F:10])[F:9])[CH:5]=[CH:6][CH:7]=1.[CH3:12][CH2:13][CH:14]1[O:16][CH2:15]1.O.[OH-].[Li+]>C(OCC)(=O)C>[F:11][C:8]([F:9])([F:10])[C:4]1[CH:3]=[C:2]([CH:7]=[CH:6][CH:5]=1)[O:1][CH2:15][CH:14]([OH:16])[CH2:13][CH3:12] |f:2.3.4|. Procedure details: In a bomb tube (pressurized vessel), 40.5 g of 3-hydroxybenzotrifluoride, 18.0 g of α-butylene oxide and 1.0 g of lithium hydroxide monohydrate are heated for 16 hours at 140° C. After the reaction vessel has cooled, the reaction mixture is dissolved in 200 ml of ethyl acetate, and the organic phase is washed with water and subsequently dried over sodium sulfate. After concentration, the desired product 1-(3-trifluoromethylphenoxy)-2-butanol is obtained in a yield of 54.0 g and in high purity. T... Starting materials: C(C)N1N=CC=2C1=NC1=CC=C(C=C1C2NCC2=CC=C(C=C2)OC)OC (1-ethyl-6-methoxy-N-(4-methoxyphenylmethyl)-1H-pyrazolo[3,4-b]quinolin-4-amine), B(Br)(Br)Br (boron tribromide), CS(=O)(=O)O (methanesulfonic acid), [OH-].[Na+] (NaOH). Solvent: C(CCl)Cl (1,2-ethylenedichloride), CO (methanol), O (water). Reaction conditions: time 8 hour. Product: C(C)N1N=CC=2C1=NC1=CC=C(C=C1C2NCC2=CC=C(C=C2)O)O (1-ethyl-6-hydroxy-N-(4-hydroxyphenyl methyl)-1H-pyrazolo[3,4-b]quinolin-4-amine). Isolated yield 37.9%. As a reaction SMILES: [CH2:1]([N:3]1[C:7]2=[N:8][C:9]3[C:14]([C:15]([NH:16][CH2:17][C:18]4[CH:23]=[CH:22][C:21]([O:24]C)=[CH:20][CH:19]=4)=[C:6]2[CH:5]=[N:4]1)=[CH:13][C:12]([O:26]C)=[CH:11][CH:10]=3)[CH3:2].B(Br)(Br)Br.[OH-].[Na+].CS(O)(=O)=O>CO.O.C(Cl)CCl>[CH2:1]([N:3]1[C:7]2=[N:8][C:9]3[C:14]([C:15]([NH:16][CH2:17][C:18]4[CH:19]=[CH:20][C:21]([OH:24])=[CH:22][CH:23]=4)=[C:6]2[CH:5]=[N:4]1)=[CH:13][C:12]([OH:26])=[CH:11][CH:10]=3)[CH3:2] |f:2.3|. Procedure details: A mixture of 1-ethyl-6-methoxy-N-(4-methoxyphenylmethyl)-1H-pyrazolo[3,4-b]quinolin-4-amine (1.0 g, 2.76 mmol), boron tribromide (6 mL, 6 mmol) and 1,2-ethylenedichloride (30 mL) was stirred at room temperature overnight. The reaction mixture was poured into water and then was basified with NaOH. The layers were separated and then the aqueous layer was acidified with acetic acid. The precipitate which formed was collected by filtration, washed with water and dried to afford the product as the fr... Reactants: C(C1=CC=CC=C1)(=O)Cl (Benzoyl chloride), CC1=CC=NC=C1 (4-methylpyridine), C(C)ON=C(CCC)C=1C(CC(CC1O)C=1SC(=C(N1)C)C)=O (2-[1-(ethoxyimino)butyl]-5-(4,5-dimethyl-2-thiazolyl)-3-hydroxycyclohex-2-en-1-one). The solvent is ClCCl (dichloromethane). The product is C(C)ON=C(CCC)C=1C(CC(CC1OC(C1=CC=CC=C1)=O)C=1SC(=C(N1)C)C)=O (2-[1-(ethoxyimino)butyl]-3-benzoyloxy-5-(4,5-dimethyl-2-thiazolyl)cyclohex-2-en-1-one). Yield: 79.2%. Reaction SMILES: [C:1](Cl)(=[O:8])[C:2]1[CH:7]=[CH:6][CH:5]=[CH:4][CH:3]=1.CC1C=CN=CC=1.[CH2:17]([O:19][N:20]=[C:21]([C:25]1[C:26](=[O:39])[CH2:27][CH:28]([C:32]2[S:33][C:34]([CH3:38])=[C:35]([CH3:37])[N:36]=2)[CH2:29][C:30]=1[OH:31])[CH2:22][CH2:23][CH3:24])[CH3:18]>ClCCl>[CH2:17]([O:19][N:20]=[C:21]([C:25]1[C:26](=[O:39])[CH2:27][CH:28]([C:32]2[S:33][C:34]([CH3:38])=[C:35]([CH3:37])[N:36]=2)[CH2:29][C:30]=1[O:31][C:1](=[O:8])[C:2]1[CH:7]=[CH:6][CH:5]=[CH:4][CH:3]=1)[CH2:22][CH2:23][CH3:24])[CH3:18]. Procedure: Benzoyl chloride (0.12 g) and 4-methylpyridine (0.08 g) were added dropwise with stirring to a solution of 2-[1-(ethoxyimino)butyl]-5-(4,5-dimethyl-2-thiazolyl)-3-hydroxycyclohex-2-en-1-one (2) (0.27 g) in dichloromethane (40 ml) at ambient temperature. After 1 hour the solution was washed with cold dilute aqueous sodium hydroxide, followed by cold dilute hydrochloric acid and then dried over magnesium sulphate and evaporated to give 2-[1-(ethoxyimino)butyl]-3-benzoyloxy-5-(4,5-dimethyl-2-thiazo... Reactants: FC=1C=C(C=CC1[N+](=O)[O-])C(C(=O)OCC)C(=O)OCC1=CC=CC=C1 (Ethyl phenylmethyl (3-fluoro-4-nitrophenyl)propanedioate), C(=O)[O-].[NH4+] (ammonium formate). The reagents and catalysts are [Pd] (palladium on carbon). Run in C(C)O (ethanol). Reaction conditions: temperature 60 celsius. Product: NC1=C(C=C(C=C1)CC(=O)OCC)F (Ethyl (4-amino-3-fluorophenyl)acetate). Isolated yield 82.0%. As a reaction SMILES: [F:1][C:2]1[CH:3]=[C:4]([CH:11](C(OCC2C=CC=CC=2)=O)[C:12]([O:14][CH2:15][CH3:16])=[O:13])[CH:5]=[CH:6][C:7]=1[N+:8]([O-])=O.C([O-])=O.[NH4+]>[Pd].C(O)C>[NH2:8][C:7]1[CH:6]=[CH:5][C:4]([CH2:11][C:12]([O:14][CH2:15][CH3:16])=[O:13])=[CH:3][C:2]=1[F:1] |f:1.2|. Procedure details: Ethyl phenylmethyl (3-fluoro-4-nitrophenyl)propanedioate (11.66 g, 32.3 mmol), ammonium formate (10.2 g, 161.5 mmol) and 10% palladium on carbon (wet paste) (1.7 g, 0.8 mmol) was placed under argon and ethanol (300 ml) introduced. The reaction mixture was heated to 60° C. for 3 hours, cooled and filtered through celite under an argon atmosphere. Evaporated and purified by chromatography on silica gel eluting with 2-30% ethyl acetate in hexane to give the title compound as a yellow oil (5.22 g, 2... Solvent: CN(C=O)C (N,N-dimethylformamide). As a reaction SMILES: [H-].[Na+].[CH2:3]([O:10][C:11]1[CH:16]=[CH:15][C:14]([CH2:17][CH2:18][C:19]([NH2:21])=[O:20])=[C:13]([OH:22])[CH:12]=1)[C:4]1[CH:9]=[CH:8][CH:7]=[CH:6][CH:5]=1.[CH3:23][O:24][CH2:25]Cl>CN(C)C=O>[CH2:3]([O:10][C:11]1[CH:16]=[CH:15][C:14]([CH2:17][CH2:18][C:19]([NH2:21])=[O:20])=[C:13]([O:22][CH2:23][O:24][CH3:25])[CH:12]=1)[C:4]1[CH:5]=[CH:6][CH:7]=[CH:8][CH:9]=1 |f:0.1|. Starting materials: C(C1=CC=CC=C1)OC1=CC(=C(C=C1)CCC(=O)N)O (3-(4-benzyloxy-2-hydroxyphenyl)propionamide), [H-].[Na+] (sodium hydride), COCCl (chloromethyl methyl ether). Procedure details: To a stirred suspension of 5.64 g of 60% sodium hydride in oil in 628 mL of N,N-dimethylformamide was added 34.8 g of 3-(4-benzyloxy-2-hydroxyphenyl)propionamide under ice-cooling, and the mixture was stirred at 50° C. for 40 minutes. To the reaction mixture was added 12.39 g of chloromethyl methyl ether under ice-cooling, and the mixture was stirred at room temperature for 15 hours. After the reaction mixture was concentrated under reduced pressure to remove the solvent, the residue was poured ... Reaction conditions: temperature 50 celsius, time 40 minute. Yields the product C(C1=CC=CC=C1)OC1=CC(=C(C=C1)CCC(=O)N)OCOC (3-(4-Benzyloxy-2-methoxymethoxyphenyl)propionamide). Yields the product Cc1ccc(S(=O)(=O)NC(=O)C2C(=O)CC(C(C)(C)C)CC2=O)cc1. The reactants are CC(C)(C)C1CC(=O)CC(=O)C1, Cc1ccc(S(=O)(=O)N=C=O)cc1, c1ccccc1. Reaction SMILES: [C:1]([CH3:2])([CH3:3])([CH3:4])[CH:5]1[CH2:6][C:7](=[O:12])[CH2:8][C:9](=[O:11])[CH2:10]1.[c:13]1([CH3:25])[cH:14][cH:15][c:16]([S:19](=[O:20])(=[O:21])[N:22]=[C:23]=[O:24])[cH:17][cH:18]1.[cH:26]1[cH:27][cH:28][cH:29][cH:30][cH:31]1>>[C:1]([CH3:2])([CH3:3])([CH3:4])[CH:5]1[CH2:6][C:7](=[O:12])[CH:8]([C:23]([NH:22][S:19]([c:16]2[cH:15][cH:14][c:13]([CH3:25])[cH:18][cH:17]2)(=[O:20])=[O:21])=[O:24])[C:9](=[O:11])[CH2:10]1.